From a dataset of the Open Reaction Database (ORD), a public repository of structured organic reaction records. describe an organic reaction: reactants, conditions, products, and yield Reactants: COC(C1=C(C=C(C=C1)Br)C)=O (4-Bromo-2-methyl-benzoic acid methyl ester), C(=C)(C)B1OC(C)(C)C(C)(C)O1 (isopropenylboronic acid pinacol ester), C([O-])([O-])=O.[Cs+].[Cs+] (cesium carbonate). Run in O1CCOCC1 (dioxane). Reaction conditions: temperature 120 celsius, time 5 minute. Product: COC(C1=C(C=C(C=C1)C(=C)C)C)=O (4-Isopropenyl-2-methyl-benzoic acid methyl ester). The yield is 88.5%. RXN SMILES: [CH3:1][O:2][C:3](=[O:12])[C:4]1[CH:9]=[CH:8][C:7](Br)=[CH:6][C:5]=1[CH3:11].[C:13](B1OC(C)(C)C(C)(C)O1)([CH3:15])=[CH2:14].C(=O)([O-])[O-].[Cs+].[Cs+]>O1CCOCC1>[CH3:1][O:2][C:3](=[O:12])[C:4]1[CH:9]=[CH:8][C:7]([C:13]([CH3:15])=[CH2:14])=[CH:6][C:5]=1[CH3:11] |f:2.3.4|. Reported procedure: 4-Bromo-2-methyl-benzoic acid methyl ester (4 g, 17.46 mmol), isopropenylboronic acid pinacol ester (3.228 g, 19.21 mmol) and cesium carbonate (19.913 g, 61.11 mmol) were treated with a degassed solution of 15 ml dioxane/5 ml water. After 5 min stirring [1,1′-bis(diphenylphosphino)ferrocene]dichloropalladium(II) complex (0.718 g, 0.873 mmol) was added and heated to 120° C. for 40 min in the microwave. The reaction mixture was filtered over cellulose; washed with 20 ml dioxane and concentrated in... Starting materials: S(O)(O)(=O)=O (Sulfuric acid), Cl.C(C)(C)C1=CC=C(C=C1)NN (4-isopropyl phenyl hydrazine hydrochloride), CN1C(CCCC1)=O (N-Methyl piperidone). The solvent is O1CCOCC1 (dioxane). Conditions: time 5 minute. The product is C(C)(C)C1=CC=2C3=C(NC2C=C1)CCN(C3)C (8-Isopropyl-2-methyl-2,3,4,5-tetrahydro-1H-pyrido[4,3-b]indole). RXN SMILES: S(=O)(=O)(O)O.Cl.[CH:7]([C:10]1[CH:15]=[CH:14][C:13]([NH:16]N)=[CH:12][CH:11]=1)([CH3:9])[CH3:8].[CH3:18][N:19]1[CH2:24][CH2:23][CH2:22][CH2:21][C:20]1=O>O1CCOCC1>[CH:7]([C:10]1[CH:15]=[CH:14][C:13]2[NH:16][C:22]3[CH2:23][CH2:24][N:19]([CH3:18])[CH2:20][C:21]=3[C:12]=2[CH:11]=1)([CH3:9])[CH3:8] |f:1.2|. Reported procedure: Sulfuric acid is added to a solution of 4-isopropyl phenyl hydrazine hydrochloride (1 equiv.) in dioxane, and stirred for 5 min. at RT. N-Methyl piperidone (0.76-1.4 equiv.) is added and the mixture is heated at 80° C. for 2 h. After completion, as monitored by TLC, the reaction mixture is concentrated under reduced pressure and basified to pH 10 using 10% aqueous KOH solution, extracted with EtOAc, dried over anhydrous sodium sulfate and concentrated under reduced pressure using rotary evaporat... Starting materials: CC(=CC(=O)O)CCC=C(CCC=C(CCC=C(C)C)C)C (3,7,11,15-tetramethyl-2,6,10,14-hexadecatetraenoic acid), CN1CCNCC1 (1-methylpiperazine). Product: CC(=CC(=O)N1CCN(CC1)C)CCC=C(CCC=C(CCC=C(C)C)C)C (1-(3,7,11,15-Tetramethyl-2,6,10,14-hexadecatetraenoyl)-4-methylpiperazine). The yield is 90.0%. As a reaction SMILES: [CH3:1][C:2]([CH2:7][CH2:8][CH:9]=[C:10]([CH3:22])[CH2:11][CH2:12][CH:13]=[C:14]([CH3:21])[CH2:15][CH2:16][CH:17]=[C:18]([CH3:20])[CH3:19])=[CH:3][C:4]([OH:6])=O.[CH3:23][N:24]1[CH2:29][CH2:28][NH:27][CH2:26][CH2:25]1>>[CH3:1][C:2]([CH2:7][CH2:8][CH:9]=[C:10]([CH3:22])[CH2:11][CH2:12][CH:13]=[C:14]([CH3:21])[CH2:15][CH2:16][CH:17]=[C:18]([CH3:20])[CH3:19])=[CH:3][C:4]([N:27]1[CH2:28][CH2:29][N:24]([CH3:23])[CH2:25][CH2:26]1)=[O:6]. Procedure: The procedure of Example 9 was repeated except that 6.1 g of 3,7,11,15-tetramethyl-2,6,10,14-hexadecatetraenoic acid and 3.3 ml of 1-methylpiperazine were used as starting materials. 6.9 g (yield 90%) of the title compound was obtained as a colorless oil. Reactants: C(C)(=O)OCC (ethyl acetate), C(C=C)OC(=O)N1[C@@H](C[C@H](C1)O[Si](C)(C)C(C)(C)C)CCOS(=O)(=O)C ((2R,4R)-1-allyloxycarbonyl-4-(t-butyldimethylsilyloxy)-2-(2-methanesulfonyloxyethyl) pyrrolidine), [Cl-].[NH4+] (ammonium chloride), [N-]=[N+]=[N-].[Na+] (sodium azide). The solvent is O (water), CN(C=O)C (dimethylformamide). Run at temperature 70 celsius, time 3 hour. Yields the product C(C=C)OC(=O)N1[C@@H](C[C@H](C1)O[Si](C)(C)C(C)(C)C)CCN=[N+]=[N-] ((2R,4R)-1-allyloxycarbonyl-2-(2-azidoethyl)-4-(t-butyl-dimethylsilyloxy) pyrrolidine). The yield is 90.8%. As a reaction SMILES: [CH2:1]([O:4][C:5]([N:7]1[CH2:11][C@H:10]([O:12][Si:13]([C:16]([CH3:19])([CH3:18])[CH3:17])([CH3:15])[CH3:14])[CH2:9][C@H:8]1[CH2:20][CH2:21]OS(C)(=O)=O)=[O:6])[CH:2]=[CH2:3].[Cl-].[NH4+].[N-:29]=[N+:30]=[N-:31].[Na+].C(OCC)(=O)C>CN(C)C=O.O>[CH2:1]([O:4][C:5]([N:7]1[CH2:11][C@H:10]([O:12][Si:13]([C:16]([CH3:19])([CH3:18])[CH3:17])([CH3:15])[CH3:14])[CH2:9][C@H:8]1[CH2:20][CH2:21][N:29]=[N+:30]=[N-:31])=[O:6])[CH:2]=[CH2:3] |f:1.2,3.4|. Procedure: To a solution of (2R,4R)-1-allyloxycarbonyl-4-(t-butyldimethylsilyloxy)-2-(2-methanesulfonyloxyethyl) pyrrolidine (37.6 g) and ammonium chloride (5.84 g) in dimethylformamide (185 ml) was added portionwise sodium azide (7.1 g) at ambient temperature. The mixture was stirred at 70° C. for 3 hours, and poured into a mixture of ethyl acetate and water. The organic layer was separated and the aqueous layer was extracted twice with ethyl acetate. The combined organic layer was washed twice with water... Reactants: CP(OC)(OC)=O (dimethyl methylphosphonate), C(C)OC(CCCCCCCCCCC)=O (lauric acid ethyl ester), O1CCCC1 (tetrahydrofuran), O1CCCC1 (tetrahydrofuran), C(CCC)[Li] (n-butyllithium). Run in C(C)(=O)O (acetic acid). Conditions: time 30 minute. The product is O=C(CP(OC)(OC)=O)CCCCCCCCCCC (Dimethyl 2-oxo-tridecylphosphonate). Reaction SMILES: [CH3:1][P:2](=[O:7])([O:5][CH3:6])[O:3][CH3:4].O1CCCC1.C([Li])CCC.C([O:20][C:21](=O)[CH2:22][CH2:23][CH2:24][CH2:25][CH2:26][CH2:27][CH2:28][CH2:29][CH2:30][CH2:31][CH3:32])C>C(O)(=O)C>[O:20]=[C:21]([CH2:22][CH2:23][CH2:24][CH2:25][CH2:26][CH2:27][CH2:28][CH2:29][CH2:30][CH2:31][CH3:32])[CH2:1][P:2](=[O:7])([O:5][CH3:6])[O:3][CH3:4]. Procedure details: 84 g. of dimethyl methylphosphonate were dissolved in 400 ml. of tetrahydrofuran and cooled to -60°C. Under an atmosphere of nitrogen, n-butyllithium (prepared from 14 g. of lithium, 116 g. of n-butyl bromide and 510 ml. of diethyl ether) was added dropwise to the solution while maintaining the temperature below -50°C. and then stirred for 30 minutes. To the solution thus obtained, 38 g. of lauric acid ethyl ester in 140 ml. of tetrahydrofuran were added at below -55°C. and stirred for 16 hours.... Starting materials: CCCCCCCN(CC)CCCCc1cccc(N)c1, CS(=O)(=O)Cl, c1ccncc1. Yields the product CCCCCCCN(CC)CCCCc1cccc(NS(C)(=O)=O)c1. Reaction SMILES: [CH2:1]([CH3:2])[N:3]([CH2:4][CH2:5][CH2:6][CH2:7][c:8]1[cH:9][c:10]([NH2:14])[cH:11][cH:12][cH:13]1)[CH2:15][CH2:16][CH2:17][CH2:18][CH2:19][CH2:20][CH3:21].[CH3:22][S:23]([Cl:24])(=[O:25])=[O:26].[cH:27]1[cH:28][cH:29][n:30][cH:31][cH:32]1>>[CH2:1]([CH3:2])[N:3]([CH2:4][CH2:5][CH2:6][CH2:7][c:8]1[cH:9][c:10]([NH:14][S:23]([CH3:22])(=[O:25])=[O:26])[cH:11][cH:12][cH:13]1)[CH2:15][CH2:16][CH2:17][CH2:18][CH2:19][CH2:20][CH3:21]. The reactants are O=Cc1cccc([N+](=O)[O-])c1, FC(F)(F)c1nnc2ccc(N3CCNCC3)nn12. The product is O=[N+]([O-])c1cccc(CN2CCN(c3ccc4nnc(C(F)(F)F)n4n3)CC2)c1. Reaction SMILES: [N+:20](=[O:21])([O-:22])[c:23]1[cH:24][c:25]([CH:26]=[O:27])[cH:28][cH:29][cH:30]1.[N:1]1([c:7]2[cH:8][cH:9][c:10]3[n:11]([n:12]2)[c:13]([C:16]([F:17])([F:18])[F:19])[n:14][n:15]3)[CH2:2][CH2:3][NH:4][CH2:5][CH2:6]1>>[N:1]1([c:7]2[cH:8][cH:9][c:10]3[n:11]([n:12]2)[c:13]([C:16]([F:17])([F:18])[F:19])[n:14][n:15]3)[CH2:2][CH2:3][N:4]([CH2:26][c:25]2[cH:24][c:23]([N+:20](=[O:21])[O-:22])[cH:30][cH:29][cH:28]2)[CH2:5][CH2:6]1. Reactants: CCOC(=O)Cc1ccc(NC(=O)Nc2ccccc2Br)c(OC)n1, C1CCOC1, Cl, [Na+], [OH-]. Yields the product COc1nc(CC(=O)O)ccc1NC(=O)Nc1ccccc1Br. As a reaction SMILES: [Br:1][c:2]1[c:3]([NH:8][C:9]([NH:10][c:11]2[c:12]([O:23][CH3:24])[n:13][c:14]([CH2:17][C:18](=[O:19])[O:20][CH2:21][CH3:22])[cH:15][cH:16]2)=[O:25])[cH:4][cH:5][cH:6][cH:7]1.[CH2:29]1[O:30][CH2:31][CH2:32][CH2:33]1.[ClH:28].[Na+:27].[OH-:26]>>[Br:1][c:2]1[c:3]([NH:8][C:9]([NH:10][c:11]2[c:12]([O:23][CH3:24])[n:13][c:14]([CH2:17][C:18](=[O:19])[OH:20])[cH:15][cH:16]2)=[O:25])[cH:4][cH:5][cH:6][cH:7]1.